From a dataset of the Open Reaction Database (ORD), a public repository of structured organic reaction records. describe an organic reaction: reactants, conditions, products, and yield Starting materials: C1CCNC1, Cc1[nH]c(C=O)c(C)c1CCCN1CCOCC1, CCO, O=C1Cc2ccccc2N1. Yields the product Cc1[nH]c(C=C2C(=O)Nc3ccccc32)c(C)c1CCCN1CCOCC1. Reaction SMILES: [CH2:29]1[CH2:30][NH:31][CH2:32][CH2:33]1.[CH3:11][c:12]1[c:13]([CH:27]=[O:28])[nH:14][c:15]([CH3:26])[c:16]1[CH2:17][CH2:18][CH2:19][N:20]1[CH2:21][CH2:22][O:23][CH2:24][CH2:25]1.[CH3:34][CH2:35][OH:36].[NH:1]1[C:2](=[O:10])[CH2:3][c:4]2[cH:5][cH:6][cH:7][cH:8][c:9]21>>[NH:1]1[C:2](=[O:10])[C:3](=[CH:27][c:13]2[c:12]([CH3:11])[c:16]([CH2:17][CH2:18][CH2:19][N:20]3[CH2:21][CH2:22][O:23][CH2:24][CH2:25]3)[c:15]([CH3:26])[nH:14]2)[c:4]2[cH:5][cH:6][cH:7][cH:8][c:9]21. Reactants: C(C)OC(=O)OC1=CC=C(/C=C/C(=O)O)C=C1 (4-(E)-ethyloxycarbonyloxycinnamic acid), CN(C=O)C (N,N-dimethylformamide). Solvent: S(=O)(Cl)Cl (thionyl chloride). Run at temperature 0 celsius, time 15 minute. The product is C(C)OC(=O)OC1=CC=C(C=C1)/C=C/C(=O)OCCCCOC(C(=C)C)=O (4-methacryloyloxybutyl (E)-3-(4-ethoxycarbonyloxyphenyl)acrylate). RXN SMILES: [CH2:1]([O:3][C:4]([O:6][C:7]1[CH:17]=[CH:16][C:10](/[CH:11]=[CH:12]/[C:13]([OH:15])=[O:14])=[CH:9][CH:8]=1)=[O:5])[CH3:2].CN(C)[CH:20]=[O:21]>S(Cl)(Cl)=O>[CH2:1]([O:3][C:4]([O:6][C:7]1[CH:17]=[CH:16][C:10](/[CH:11]=[CH:12]/[C:13]([O:15][CH2:10][CH2:9][CH2:8][CH2:7][O:6][C:20](=[O:21])[C:12]([CH3:13])=[CH2:11])=[O:14])=[CH:9][CH:8]=1)=[O:5])[CH3:2]. Reported procedure: A solution of 5.2 g of 4-(E)-ethyloxycarbonyloxycinnamic acid in 20 ml of thionyl chloride and 0.05 ml of N,N-dimethylformamide was heated under reflux for 3 hours. Subsequently, excess thionyl chloride was distilled off. 3.3 g of 4-hydroxybutyl methacrylate were added dropwise to a solution of the resulting 4-(E)-ethyloxycarbonyloxycinnamoyl chloride in 15 ml of pyridine while stirring at 0° C. within 15 minutes. The reaction mixture was stirred at room temperature for a further 12 hours, then ... The reactants are OCC1Cc2c(c(Br)cc3c(-c4ccccc4)noc23)O1, CC(C)=O, O=[Cr](=O)=O, O, O=S(=O)(O)O. Yields the product O=C(O)C1Cc2c(c(Br)cc3c(-c4ccccc4)noc23)O1. RXN SMILES: [Br:1][c:2]1[c:3]2[c:4]([c:5]3[c:6]([c:7](-[c:10]4[cH:11][cH:12][cH:13][cH:14][cH:15]4)[n:8][o:9]3)[cH:16]1)[CH2:17][CH:18]([CH2:20][OH:21])[O:19]2.[CH3:32][C:33](=[O:34])[CH3:35].[O:22]=[Cr:23](=[O:24])=[O:25].[OH2:26].[S:27](=[O:28])(=[O:29])([OH:30])[OH:31]>>[Br:1][c:2]1[c:3]2[c:4]([c:5]3[c:6]([c:7](-[c:10]4[cH:11][cH:12][cH:13][cH:14][cH:15]4)[n:8][o:9]3)[cH:16]1)[CH2:17][CH:18]([C:20](=[O:21])[OH:22])[O:19]2. The reactants are ClC=1C=C2C=CC(=CC2=CC1)S(=O)(=O)N1CC(N(CC1)C(=O)C1=C(N=C(S1)C1=CC=NC=C1)C)C(=O)OCC (ethyl 4-(6-chloronaphthalene-2-sulfonyl)-1-[4-methyl-2-(4-pyridyl)-5-thiazolecarbonyl]-piperazine-2-carboxylate), [OH-].[Na+] (sodium hydroxide). Solvent: CO (methanol). Run at time 1 hour. The product is ClC=1C=C2C=CC(=CC2=CC1)S(=O)(=O)N1CC(N(CC1)C(=O)C1=C(N=C(S1)C1=CC=NC=C1)C)C(=O)O (4-(6-Chloronaphthalene-2-sulfonyl)-1-[4-methyl-2-(4-pyridyl)-5-thiazolecarbonyl]piperazine-2-carboxylic acid). The yield is 17.9%. Reaction SMILES: [Cl:1][C:2]1[CH:3]=[C:4]2[C:9](=[CH:10][CH:11]=1)[CH:8]=[C:7]([S:12]([N:15]1[CH2:20][CH2:19][N:18]([C:21]([C:23]3[S:27][C:26]([C:28]4[CH:33]=[CH:32][N:31]=[CH:30][CH:29]=4)=[N:25][C:24]=3[CH3:34])=[O:22])[CH:17]([C:35]([O:37]CC)=[O:36])[CH2:16]1)(=[O:14])=[O:13])[CH:6]=[CH:5]2.[OH-].[Na+]>CO>[Cl:1][C:2]1[CH:3]=[C:4]2[C:9](=[CH:10][CH:11]=1)[CH:8]=[C:7]([S:12]([N:15]1[CH2:20][CH2:19][N:18]([C:21]([C:23]3[S:27][C:26]([C:28]4[CH:33]=[CH:32][N:31]=[CH:30][CH:29]=4)=[N:25][C:24]=3[CH3:34])=[O:22])[CH:17]([C:35]([OH:37])=[O:36])[CH2:16]1)(=[O:13])=[O:14])[CH:6]=[CH:5]2 |f:1.2|. Procedure: To a solution of ethyl 4-(6-chloronaphthalene-2-sulfonyl)-1-[4-methyl-2-(4-pyridyl)-5-thiazolecarbonyl]-piperazine-2-carboxylate (100 mg) in methanol (20 ml) was added 1 N sodium hydroxide aqueous solution (5 ml), and the mixture was stirred at room temperature for 1 hour. The reaction solution was concentrated, and 1 N hydrochloric acid aqueous solution (5 ml) was added to the residue. The precipitate was filtered and dried to give a colorless solid of the title compound (17 mg). The reactants are Cl (HCl), COC(C1=CC=C(C=C1)CSC1=NC=CC(=N1)C1=CC=C(C=C1)OC)=O (4-[4-(4-Methoxy-phenyl)-pyrimidin-2-ylsulfanylmethyl]-benzoic acid methyl ester), O[Li].O (LiOH—H2O). The solvent is O (water), C1CCOC1 (THF), CO (MeOH), O (water). Reaction conditions: time 18 hour. Product: COC1=CC=C(C=C1)C1=NC(=NC=C1)SCC1=CC=C(C(=O)O)C=C1 (4-[4-(4-Methoxy-phenyl)-pyrimidin-2-ylsulfanylmethyl]-benzoic acid). The yield is 101.6%. Reaction SMILES: C[O:2][C:3](=[O:26])[C:4]1[CH:9]=[CH:8][C:7]([CH2:10][S:11][C:12]2[N:17]=[C:16]([C:18]3[CH:23]=[CH:22][C:21]([O:24][CH3:25])=[CH:20][CH:19]=3)[CH:15]=[CH:14][N:13]=2)=[CH:6][CH:5]=1.O[Li].O.Cl>C1COCC1.CO.O>[CH3:25][O:24][C:21]1[CH:20]=[CH:19][C:18]([C:16]2[CH:15]=[CH:14][N:13]=[C:12]([S:11][CH2:10][C:7]3[CH:8]=[CH:9][C:4]([C:3]([OH:26])=[O:2])=[CH:5][CH:6]=3)[N:17]=2)=[CH:23][CH:22]=1 |f:1.2|. Procedure details: To a stirred solution of 226a (4.58 mmol) in THF (20 ml) and MeOH (20 ml) at room temperature was added a solution of LiOH—H2O (960 mg, 22.9 mmol) in water (50 ml). The reaction mixture was stirred 18 h at room temperature, diluted in water and acidified with 1N HCl (pH 5-6) to form a precipitate which was collected by filtration, washed with water and dried to afford the title compound 227a (1.64 g, 99% yield). LRMS (calc.): 352.4, (found): 353.4. Starting materials: N#CN (cyanamide), FC1=C(C=CC=C1)NC(=S)NC1=CC=C(C=C1)OC1=CC=NC2=CC(=C(C=C12)OC)OC (N-(2-Fluorophenyl)-N'-{4-[(6,7-dimethoxy-4-quinolyl)oxy]phenyl}thiourea), C1(CCCCC1)N=C=NC1CCCCC1 (dicyclohexylcarbodiimide), C(C)(C)N(CC)C(C)C (diisopropylethyl amine). The solvent is C1CCOC1 (THF), C(Cl)Cl (methylene chloride). Run at time 8 hour. Yields the product FC1=C(C=CC=C1)NC(=NC#N)NC1=CC=C(C=C1)OC1=CC=NC2=CC(=C(C=C12)OC)OC (1-(2-Fluorophenyl)-2-cyano-3-{4-[(6,7-dimethoxy-4-quinolyl)oxy]phenyl}guanidine). Yield: 95.9%. As a reaction SMILES: [F:1][C:2]1[CH:7]=[CH:6][CH:5]=[CH:4][C:3]=1[NH:8][C:9]([NH:11][C:12]1[CH:17]=[CH:16][C:15]([O:18][C:19]2[C:28]3[C:23](=[CH:24][C:25]([O:31][CH3:32])=[C:26]([O:29][CH3:30])[CH:27]=3)[N:22]=[CH:21][CH:20]=2)=[CH:14][CH:13]=1)=S.C1([N:39]=[C:40]=[N:41]C2CCCCC2)CCCCC1.C(N(C(C)C)CC)(C)C.N#CN>C(Cl)Cl.C1COCC1>[F:1][C:2]1[CH:7]=[CH:6][CH:5]=[CH:4][C:3]=1[NH:8][C:9]([NH:11][C:12]1[CH:17]=[CH:16][C:15]([O:18][C:19]2[C:28]3[C:23](=[CH:24][C:25]([O:31][CH3:32])=[C:26]([O:29][CH3:30])[CH:27]=3)[N:22]=[CH:21][CH:20]=2)=[CH:14][CH:13]=1)=[N:41][C:40]#[N:39]. Procedure details: N-(2-Fluorophenyl)-N'-(4-[(6,7-dimethoxy-4-quinolyl)oxy]phenyl}thiourea (42 mg) obtained in Example 167, dicyclohexylcarbodiimide (37 mg) and a catalytic amount of diisopropylethyl amine were dissolved in methylene chloride (10 ml). To this solution, a solution of cyanamide (20 mg) in THF (1 ml) was added, and the admixture was stirred at room temperature overnight. After removing the solvent by distillation, the resulting residue was purified by column chromatography on silica gel eluting with ...